This data is from the Open Reaction Database (ORD), a public repository of structured organic reaction records. The task is: describe an organic reaction: reactants, conditions, products, and yield Reactants: CC(=O)OO, CN(C)C=O, CN(C)CCN1CCCC(c2ccc(C(=O)Nc3c(O)cccc3C(=O)Nc3ccc(Cl)cn3)cc2)C1=O, [Na+], O=C([O-])O. Product: C[N+](C)([O-])CCN1CCCC(c2ccc(C(=O)Nc3c(O)cccc3C(=O)Nc3ccc(Cl)cn3)cc2)C1=O. As a reaction SMILES: [C:39]([O:40][OH:42])(=[O:41])[CH3:43].[CH3:49][N:50]([CH3:51])[CH:52]=[O:53].[Cl:1][c:2]1[cH:3][cH:4][c:5]([NH:8][C:9]([c:10]2[c:11]([NH:17][C:18]([c:19]3[cH:20][cH:21][c:22]([CH:25]4[C:26](=[O:36])[N:27]([CH2:31][CH2:32][N:33]([CH3:34])[CH3:35])[CH2:28][CH2:29][CH2:30]4)[cH:23][cH:24]3)=[O:37])[c:12]([OH:16])[cH:13][cH:14][cH:15]2)=[O:38])[n:6][cH:7]1.[Na+:44].[OH:45][C:46](=[O:47])[O-:48]>>[Cl:1][c:2]1[cH:3][cH:4][c:5]([NH:8][C:9]([c:10]2[c:11]([NH:17][C:18]([c:19]3[cH:20][cH:21][c:22]([CH:25]4[C:26](=[O:36])[N:27]([CH2:31][CH2:32][N+:33]([CH3:34])([CH3:35])[O-:41])[CH2:28][CH2:29][CH2:30]4)[cH:23][cH:24]3)=[O:37])[c:12]([OH:16])[cH:13][cH:14][cH:15]2)=[O:38])[n:6][cH:7]1. The product is CC(=O)NCCC1CCc2ccc3nc(CO)oc3c21. Starting materials: C, CC(=O)NCCC1CCc2ccc3nc(COCc4ccccc4)oc3c21, CO, [Pd]. RXN SMILES: [C:30].[CH2:1]([c:2]1[cH:3][cH:4][cH:5][cH:6][cH:7]1)[O:8][CH2:9][c:10]1[o:11][c:12]2[c:13]([n:14]1)[cH:15][cH:16][c:17]1[c:21]2[CH:20]([CH2:22][CH2:23][NH:24][C:25]([CH3:26])=[O:27])[CH2:19][CH2:18]1.[CH3:28][OH:29].[Pd:31]>>[OH:8][CH2:9][c:10]1[o:11][c:12]2[c:13]([n:14]1)[cH:15][cH:16][c:17]1[c:21]2[CH:20]([CH2:22][CH2:23][NH:24][C:25]([CH3:26])=[O:27])[CH2:19][CH2:18]1.